Dataset: the Open Reaction Database (ORD), a public repository of structured organic reaction records. Task: describe an organic reaction: reactants, conditions, products, and yield Starting materials: [BH4-], CO, CC(C)(C)OC(=O)Nc1nccc(Oc2ccc([N+](=O)[O-])cc2F)c1C=O, [Na+]. The product is CC(C)(C)OC(=O)Nc1nccc(Oc2ccc([N+](=O)[O-])cc2F)c1CO. Reaction SMILES: [BH4-:28].[CH3:30][OH:31].[F:1][c:2]1[c:3]([O:4][c:5]2[c:6]([CH:19]=[O:20])[c:7]([NH:11][C:12]([O:13][C:14]([CH3:15])([CH3:16])[CH3:17])=[O:18])[n:8][cH:9][cH:10]2)[cH:21][cH:22][c:23]([N+:25](=[O:26])[O-:27])[cH:24]1.[Na+:29]>>[F:1][c:2]1[c:3]([O:4][c:5]2[c:6]([CH2:19][OH:20])[c:7]([NH:11][C:12]([O:13][C:14]([CH3:15])([CH3:16])[CH3:17])=[O:18])[n:8][cH:9][cH:10]2)[cH:21][cH:22][c:23]([N+:25](=[O:26])[O-:27])[cH:24]1. Reactants: OCCBr, O=C(Nc1c(I)c(C(=O)NCC(O)CO)c(I)c(C(=O)NCC(O)CO)c1I)Nc1c(I)c(C(=O)NCC(O)CO)c(I)c(C(=O)NCC(O)CO)c1I, [Na+], [OH-], O. Product: O=C(NCC(O)CO)c1c(I)c(NC(=O)N(CCO)c2c(I)c(C(=O)NCC(O)CO)c(I)c(C(=O)NCC(O)CO)c2I)c(I)c(C(=O)NCC(O)CO)c1I. RXN SMILES: [Br:57][CH2:58][CH2:59][OH:60].[I:1][c:2]1[c:3]([NH:26][C:27](=[O:28])[NH:29][c:30]2[c:31]([I:54])[c:32]([C:46](=[O:47])[NH:48][CH2:49][CH:50]([CH2:51][OH:52])[OH:53])[c:33]([I:45])[c:34]([C:37](=[O:38])[NH:39][CH2:40][CH:41]([CH2:42][OH:43])[OH:44])[c:35]2[I:36])[c:4]([I:25])[c:5]([C:17](=[O:18])[NH:19][CH2:20][CH:21]([CH2:22][OH:23])[OH:24])[c:6]([I:16])[c:7]1[C:8](=[O:9])[NH:10][CH2:11][CH:12]([CH2:13][OH:14])[OH:15].[Na+:56].[OH-:55].[OH2:61]>>[I:1][c:2]1[c:3]([N:26]([C:27](=[O:28])[NH:29][c:30]2[c:31]([I:54])[c:32]([C:46](=[O:47])[NH:48][CH2:49][CH:50]([CH2:51][OH:52])[OH:53])[c:33]([I:45])[c:34]([C:37](=[O:38])[NH:39][CH2:40][CH:41]([CH2:42][OH:43])[OH:44])[c:35]2[I:36])[CH2:58][CH2:59][OH:60])[c:4]([I:25])[c:5]([C:17](=[O:18])[NH:19][CH2:20][CH:21]([CH2:22][OH:23])[OH:24])[c:6]([I:16])[c:7]1[C:8](=[O:9])[NH:10][CH2:11][CH:12]([CH2:13][OH:14])[OH:15]. Solvent: O (water), C(C)(=O)OCC (ethyl acetate), C(Cl)Cl (methylene chloride), N1=CC=CC=C1 (pyridine), C(C)(=O)OCC (ethyl acetate), O (water), C(C)(=O)O (acetic acid). Reported procedure: In 5 ml of methylene chloride was dissolved 180 mg of tetrahydropyranyl ether of 2-[(E)-3-[4-(pyridin-3-yl-hydroxymethyl)phenyl]-2-methylallyloxy]ethanol, and 0.08 ml of pyridine was added to the resulting solution, after which 0.12 ml of thionyl chloride was further added thereto. The resulting mixture was subjected to reaction under reflux for 2 hours. The excessive thionyl chloride and the solvent were removed by distillation under reduced pressure, and the residue thus obtained was dissolved... The product is N1=CC(=CC=C1)CC1=CC=C(C=C1)/C=C(/COCCO)\C (2-[(E)-3-[4-(pyridin-3-ylmethyl)phenyl]-2-methylallyloxy]ethanol). The reagents and catalysts are [Zn] (zinc). Reaction SMILES: O1CCCCC1OC1CCCCO1.[N:14]1[CH:19]=[CH:18][CH:17]=[C:16]([CH:20](O)[C:21]2[CH:26]=[CH:25][C:24](/[CH:27]=[C:28](\[CH3:34])/[CH2:29][O:30][CH2:31][CH2:32][OH:33])=[CH:23][CH:22]=2)[CH:15]=1.S(Cl)(Cl)=O.C(=O)([O-])O.[Na+]>C(Cl)Cl.C(OCC)(=O)C.O.C(O)(=O)C.[Zn].N1C=CC=CC=1>[N:14]1[CH:19]=[CH:18][CH:17]=[C:16]([CH2:20][C:21]2[CH:26]=[CH:25][C:24](/[CH:27]=[C:28](\[CH3:34])/[CH2:29][O:30][CH2:31][CH2:32][OH:33])=[CH:23][CH:22]=2)[CH:15]=1 |f:3.4|. Reactants: C(O)([O-])=O.[Na+] (sodium hydrogencarbonate), C(O)([O-])=O.[Na+] (sodium hydrogencarbonate), O1C(CCCC1)OC1OCCCC1 (tetrahydropyranyl ether), N1=CC(=CC=C1)C(C1=CC=C(C=C1)/C=C(/COCCO)\C)O (2-[(E)-3-[4-(pyridin-3-yl-hydroxymethyl)phenyl]-2-methylallyloxy]ethanol), S(=O)(Cl)Cl (thionyl chloride). The reactants are O=C(n1ccnc1)n1ccnc1, CC1CCCNC1CO, CCOC(C)=O, CO, O=C(O)Cc1ccc(Cl)c(Cl)c1, C1CCOC1. Yields the product CC1CCCN(C(=O)Cc2ccc(Cl)c(Cl)c2)C1CO. RXN SMILES: [C:13]([n:14]1[cH:15][cH:16][n:17][cH:18]1)([n:19]1[cH:20][cH:21][n:22][cH:23]1)=[O:24].[CH3:25][CH:26]1[CH:27]([CH2:32][OH:33])[NH:28][CH2:29][CH2:30][CH2:31]1.[CH3:34][CH2:35][O:36][C:37](=[O:38])[CH3:39].[CH3:45][OH:46].[Cl:1][c:2]1[cH:3][c:4]([CH2:9][C:10](=[O:11])[OH:12])[cH:5][cH:6][c:7]1[Cl:8].[O:40]1[CH2:41][CH2:42][CH2:43][CH2:44]1>>[Cl:1][c:2]1[cH:3][c:4]([CH2:9][C:10](=[O:12])[N:28]2[CH:27]([CH2:32][OH:33])[CH:26]([CH3:25])[CH2:31][CH2:30][CH2:29]2)[cH:5][cH:6][c:7]1[Cl:8].